The task is: describe an organic reaction: reactants, conditions, products, and yield. This data is from the Open Reaction Database (ORD), a public repository of structured organic reaction records. Starting materials: C(CCC)OC1=CC(=C(C(=O)O)C=C1)C (4-Butoxy-2-methyl-benzoic acid), N1(CCCC1)[C@H]1CN(CC1)C1=C(C=C(C=C1)N)F ((R)-4-[1,3′]bipyrrolidinyl-1′-yl-3-fluorophenylamine). Yields the product N1(CCCC1)[C@H]1CN(CC1)C1=C(C=C(C=C1)NC(C1=C(C=C(C=C1)OCCCC)C)=O)F (N—((R)-4-[1,3′]Bipyrrolidinyl-1′-yl-3-fluorophenyl)-4-butoxy-2-methyl-benzamide). RXN SMILES: [CH2:1]([O:5][C:6]1[CH:14]=[CH:13][C:9]([C:10]([OH:12])=O)=[C:8]([CH3:15])[CH:7]=1)[CH2:2][CH2:3][CH3:4].[N:16]1([C@@H:21]2[CH2:25][CH2:24][N:23]([C:26]3[CH:31]=[CH:30][C:29]([NH2:32])=[CH:28][C:27]=3[F:33])[CH2:22]2)[CH2:20][CH2:19][CH2:18][CH2:17]1>>[N:16]1([C@@H:21]2[CH2:25][CH2:24][N:23]([C:26]3[CH:31]=[CH:30][C:29]([NH:32][C:10](=[O:12])[C:9]4[CH:13]=[CH:14][C:6]([O:5][CH2:1][CH2:2][CH2:3][CH3:4])=[CH:7][C:8]=4[CH3:15])=[CH:28][C:27]=3[F:33])[CH2:22]2)[CH2:20][CH2:19][CH2:18][CH2:17]1. Reported procedure: 4-Butoxy-2-methyl-benzoic acid was reacted with (R)-4-[1,3′]bipyrrolidinyl-1′-yl-3-fluorophenylamine according to Method P. In this way the product was obtained with molecular weight 439.58 (C26H34FN3O2); MS (ESI): 440 (M+H+).